This data is from the Open Reaction Database (ORD), a public repository of structured organic reaction records. The task is: describe an organic reaction: reactants, conditions, products, and yield The reactants are ClC1=C(C=C(N)C=C1)F (4-Chloro-3-fluoroaniline), ClC(Cl)(OC(OC(Cl)(Cl)Cl)=O)Cl (triphosgene), C([O-])(O)=O.[Na+] (sodium bicarbonate). Run in ClCCl (dichloromethane). Reaction conditions: temperature 0 celsius. Product: ClC1=C(C=C(C=C1)N=C=O)F (1-chloro-2-fluoro-4-isocyanatobenzene), solid. As a reaction SMILES: [Cl:1][C:2]1[CH:8]=[CH:7][C:5]([NH2:6])=[CH:4][C:3]=1[F:9].[C:10](=O)(O)[O-:11].[Na+].ClC(Cl)(OC(=O)OC(Cl)(Cl)Cl)Cl>ClCCl>[Cl:1][C:2]1[CH:8]=[CH:7][C:5]([N:6]=[C:10]=[O:11])=[CH:4][C:3]=1[F:9] |f:1.2|. Procedure: 4-Chloro-3-fluoroaniline (2 g, 13.7 mmol) was dissolved in 60 mL of dichloromethane. Under ice bath, saturated sodium bicarbonate solution (60 mL) was added. The mixture was stirred at 0° C. and triphosgene (1.36 g, 4.58 mmol) was added. The mixture was stirred at 0° C. for 1 h and then extracted with dichloromethane and water. The organic layer was dried with sodium sulfate and filtered. The filtrate solution was concentrated and the residue was treated with 50 mL of hexanes. The hexane solutio... Starting materials: COC1=C(C=CC=C1)C(C#N)C (rac-2-(2-methoxyphenyl)-propionitrile), C(CN)N (ethylene diamine). The product is COC1=C(C=CC=C1)C(C)C=1NCCN1 (rac-2-[1-(2-Methoxy-phenyl)-ethyl]-4,5-dihydro-1H-imidazole). Reaction SMILES: [CH3:1][O:2][C:3]1[CH:8]=[CH:7][CH:6]=[CH:5][C:4]=1[CH:9]([CH3:12])[C:10]#[N:11].[CH2:13](N)[CH2:14][NH2:15]>>[CH3:1][O:2][C:3]1[CH:8]=[CH:7][CH:6]=[CH:5][C:4]=1[CH:9]([C:10]1[NH:15][CH2:14][CH2:13][N:11]=1)[CH3:12]. Reported procedure: rac-2-[1-(2-Methoxy-phenyl)-ethyl]-4,5-dihydro-1H-imidazole was prepared from rac-2-(2-methoxyphenyl)-propionitrile and ethylene diamine in analogy to Example 19 b): light yellow solid; MS (ISP): 205.1 ((M+H)+.).